This data is from the Open Reaction Database (ORD), a public repository of structured organic reaction records. The task is: describe an organic reaction: reactants, conditions, products, and yield Starting materials: material, [H-].[Na+] (sodium hydride), COC1=CC=C(C=C1)S (4-methoxybenzenethiol), ClC1=NC=CC(=N1)Cl (2,4-dichloropyrimidine). Product: ClC1=NC=CC(=N1)SC1=CC=C(C=C1)OC (2-chloro-4-(4-methoxyphenylsulphanyl)pyrimidine). Reaction SMILES: [CH3:1][O:2][C:3]1[CH:8]=[CH:7][C:6]([SH:9])=[CH:5][CH:4]=1.[Cl:10][C:11]1[N:16]=[C:15](Cl)[CH:14]=[CH:13][N:12]=1.[H-].[Na+]>>[Cl:10][C:11]1[N:16]=[C:15]([S:9][C:6]2[CH:7]=[CH:8][C:3]([O:2][CH3:1])=[CH:4][CH:5]=2)[CH:14]=[CH:13][N:12]=1 |f:2.3|. Procedure: The 2-chloro-4-(4-methoxyphenylsulphanyl)pyrimidine was prepared in a similar manner to the analogous starting material of Example 1, from 4-methoxybenzenethiol (1.90 g, 13.4 mmol), 2,4-dichloropyrimidine (2.0 g, 13.4 mmol) and sodium hydride [60% dispersion in oil] (590 mg, 14.8 mmol) as an off-white solid m.p. 69-70°.